From a dataset of the Open Reaction Database (ORD), a public repository of structured organic reaction records. describe an organic reaction: reactants, conditions, products, and yield Reactants: CCOP(=O)(CCCBr)OCC, COc1ccc2nc(C)ccc2c1, CCOC(C)=O, CN(C)C=O. Product: [Br-], CCOP(=O)(CCC[n+]1c(C)ccc2cc(OC)ccc21)OCC. As a reaction SMILES: [CH2:14]([CH3:15])[O:16][P:17]([O:18][CH2:19][CH3:20])(=[O:21])[CH2:22][CH2:23][CH2:24][Br:25].[CH3:1][O:2][c:3]1[cH:4][c:5]2[cH:6][cH:7][c:8]([CH3:13])[n:9][c:10]2[cH:11][cH:12]1.[CH3:26][CH2:27][O:28][C:29](=[O:30])[CH3:31].[O:32]=[CH:33][N:34]([CH3:35])[CH3:36]>>[Br-:25].[CH3:1][O:2][c:3]1[cH:4][c:5]2[cH:6][cH:7][c:8]([CH3:13])[n+:9]([CH2:24][CH2:23][CH2:22][P:17]([O:16][CH2:14][CH3:15])([O:18][CH2:19][CH3:20])=[O:21])[c:10]2[cH:11][cH:12]1. Reactants: O=Cc1ccc(Sc2ccc(Cl)cc2)cc1, ClCCl, [K+], [OH-], O=C(OO)c1cccc(Cl)c1. Yields the product O=Cc1ccc(S(=O)c2ccc(Cl)cc2)cc1. As a reaction SMILES: [Cl:1][c:2]1[cH:3][cH:4][c:5]([S:8][c:9]2[cH:10][cH:11][c:12]([CH:13]=[O:14])[cH:15][cH:16]2)[cH:6][cH:7]1.[Cl:30][CH2:31][Cl:32].[K+:29].[OH-:28].[OH:17][O:18][C:19]([c:20]1[cH:21][c:22]([Cl:23])[cH:24][cH:25][cH:26]1)=[O:27]>>[Cl:1][c:2]1[cH:3][cH:4][c:5]([S:8]([c:9]2[cH:10][cH:11][c:12]([CH:13]=[O:14])[cH:15][cH:16]2)=[O:17])[cH:6][cH:7]1. The reactants are Cc1cccc(C)c1[N+](=O)[O-], CCO, ClCCl, O, O=C(NCO)C(F)(F)F, O=S(=O)(O)O. Yields the product Cc1ccc(CNC(=O)C(F)(F)F)c(C)c1[N+](=O)[O-]. As a reaction SMILES: [CH3:10][c:11]1[c:12]([N+:18](=[O:19])[O-:20])[c:13]([CH3:17])[cH:14][cH:15][cH:16]1.[CH3:30][CH2:31][OH:32].[Cl:27][CH2:28][Cl:29].[OH2:26].[OH:1][CH2:2][NH:3][C:4]([C:5]([F:6])([F:7])[F:8])=[O:9].[S:21](=[O:22])(=[O:23])([OH:24])[OH:25]>>[CH2:2]([NH:3][C:4]([C:5]([F:6])([F:7])[F:8])=[O:9])[c:16]1[c:11]([CH3:10])[c:12]([N+:18](=[O:19])[O-:20])[c:13]([CH3:17])[cH:14][cH:15]1. Reactants: CN(C)C=O, O=C(Cl)C(=O)Cl, ClCCl, O=C(O)COc1ccc2c(-c3c(-c4ccccn4)nn4c3CCC4)ccnc2c1. Product: O=C(Cl)COc1ccc2c(-c3c(-c4ccccn4)nn4c3CCC4)ccnc2c1. As a reaction SMILES: [CH3:36][N:37]([CH3:38])[CH:39]=[O:40].[Cl:30][C:31]([C:32]([Cl:33])=[O:34])=[O:35].[Cl:41][CH2:42][Cl:43].[n:1]1[c:2](-[c:7]2[c:8](-[c:15]3[cH:16][cH:17][n:18][c:19]4[cH:20][c:21]([O:25][CH2:26][C:27](=[O:28])[OH:29])[cH:22][cH:23][c:24]34)[c:9]3[n:10]([n:11]2)[CH2:12][CH2:13][CH2:14]3)[cH:3][cH:4][cH:5][cH:6]1>>[n:1]1[c:2](-[c:7]2[c:8](-[c:15]3[cH:16][cH:17][n:18][c:19]4[cH:20][c:21]([O:25][CH2:26][C:27](=[O:29])[Cl:30])[cH:22][cH:23][c:24]34)[c:9]3[n:10]([n:11]2)[CH2:12][CH2:13][CH2:14]3)[cH:3][cH:4][cH:5][cH:6]1.